The task is: describe an organic reaction: reactants, conditions, products, and yield. This data is from the Open Reaction Database (ORD), a public repository of structured organic reaction records. Starting materials: CN(C)P(=O)(N(C)C)N(C)C, S=C=Nc1ccc(Cl)cc1, CCOC(=O)C(=O)c1csc(N)n1. Yields the product CCOC(=O)C(=O)c1csc(NC(=S)Nc2ccc(Cl)cc2)n1. Reaction SMILES: [CH3:24][N:25]([CH3:26])[P:27](=[O:28])([N:29]([CH3:30])[CH3:31])[N:32]([CH3:33])[CH3:34].[Cl:14][c:15]1[cH:16][cH:17][c:18]([N:21]=[C:22]=[S:23])[cH:19][cH:20]1.[NH2:1][c:2]1[s:3][cH:4][c:5]([C:7]([C:8](=[O:9])[O:10][CH2:11][CH3:12])=[O:13])[n:6]1>>[NH:1]([c:2]1[s:3][cH:4][c:5]([C:7]([C:8](=[O:9])[O:10][CH2:11][CH3:12])=[O:13])[n:6]1)[C:22]([NH:21][c:18]1[cH:17][cH:16][c:15]([Cl:14])[cH:20][cH:19]1)=[S:23]. The reactants are OC1=CC=C(C=C1)SCCCCOC=1C=CC2=C(C(OC(N2)=O)(C)C)C1 (6-[4-(4-hydroxy-phenylmercapto)-butoxy]-4,4-dimethyl-4H-3,1-benzoxazin-2-one), OO (hydrogen peroxide). Product: OC1=CC=C(C=C1)S(=O)CCCCOC=1C=CC2=C(C(OC(N2)=O)(C)C)C1 (6-[4-(4-Hydroxy-phenylsulfinyl)-butoxy]-4,4-dimethyl-4H-3,1-benzoxazin-2-one). RXN SMILES: [OH:1][C:2]1[CH:7]=[CH:6][C:5]([S:8][CH2:9][CH2:10][CH2:11][CH2:12][O:13][C:14]2[CH:15]=[CH:16][C:17]3[NH:22][C:21](=[O:23])[O:20][C:19]([CH3:25])([CH3:24])[C:18]=3[CH:26]=2)=[CH:4][CH:3]=1.[OH:27]O>>[OH:1][C:2]1[CH:3]=[CH:4][C:5]([S:8]([CH2:9][CH2:10][CH2:11][CH2:12][O:13][C:14]2[CH:15]=[CH:16][C:17]3[NH:22][C:21](=[O:23])[O:20][C:19]([CH3:24])([CH3:25])[C:18]=3[CH:26]=2)=[O:27])=[CH:6][CH:7]=1. Procedure details: Prepared analogously to Example 2 from 6-[4-(4-hydroxy-phenylmercapto)-butoxy]-4,4-dimethyl-4H-3,1-benzoxazin-2-one and hydrogen peroxide.